The task is: describe an organic reaction: reactants, conditions, products, and yield. This data is from the Open Reaction Database (ORD), a public repository of structured organic reaction records. The reactants are COc1ccc(CNc2nc(Cl)nc3sc(C)cc23)cc1OC, c1c[nH]cn1. Yields the product COc1ccc(CNc2nc(-n3ccnc3)nc3sc(C)cc23)cc1OC. As a reaction SMILES: [Cl:6][c:7]1[n:8][c:9]([NH:17][CH2:18][c:19]2[cH:20][c:21]([O:27][CH3:28])[c:22]([O:25][CH3:26])[cH:23][cH:24]2)[c:10]2[c:11]([n:12]1)[s:13][c:14]([CH3:16])[cH:15]2.[nH:1]1[cH:2][n:3][cH:4][cH:5]1>>[n:1]1(-[c:7]2[n:8][c:9]([NH:17][CH2:18][c:19]3[cH:20][c:21]([O:27][CH3:28])[c:22]([O:25][CH3:26])[cH:23][cH:24]3)[c:10]3[c:11]([n:12]2)[s:13][c:14]([CH3:16])[cH:15]3)[cH:2][n:3][cH:4][cH:5]1. RXN SMILES: [CH3:47][N:48]([CH3:49])[CH:50]=[O:51].[Cu:42][C:43]#[N:44].[F:1][C:2]([c:3]1[cH:4][c:5]([CH:13]2[CH:14]([CH3:39])[N:15]([CH2:19][c:20]3[c:21](-[c:27]4[c:28]([O:37][CH3:38])[cH:29][c:30]([F:36])[c:31]([CH:33]([CH3:34])[CH3:35])[cH:32]4)[cH:22][cH:23][c:24]([Br:26])[cH:25]3)[C:16](=[O:18])[O:17]2)[cH:6][c:7]([C:9]([F:10])([F:11])[F:12])[cH:8]1)([F:40])[F:41].[N:45]#[N:46].[cH:52]1[cH:53][cH:54][c:55]([P:56]([Pd:57]([P:58]([c:59]2[cH:60][cH:61][cH:62][cH:63][cH:64]2)([c:65]2[cH:66][cH:67][cH:68][cH:69][cH:70]2)[c:71]2[cH:72][cH:73][cH:74][cH:75][cH:76]2)([P:77]([c:78]2[cH:79][cH:80][cH:81][cH:82][cH:83]2)([c:84]2[cH:85][cH:86][cH:87][cH:88][cH:89]2)[c:90]2[cH:91][cH:92][cH:93][cH:94][cH:95]2)[P:96]([c:97]2[cH:98][cH:99][cH:100][cH:101][cH:102]2)([c:103]2[cH:104][cH:105][cH:106][cH:107][cH:108]2)[c:109]2[cH:110][cH:111][cH:112][cH:113][cH:114]2)([c:115]2[cH:116][cH:117][cH:118][cH:119][cH:120]2)[c:121]2[cH:122][cH:123][cH:124][cH:125][cH:126]2)[cH:127][cH:128]1>>[F:1][C:2]([c:3]1[cH:4][c:5]([CH:13]2[CH:14]([CH3:39])[N:15]([CH2:19][c:20]3[c:21](-[c:27]4[c:28]([O:37][CH3:38])[cH:29][c:30]([F:36])[c:31]([CH:33]([CH3:34])[CH3:35])[cH:32]4)[cH:22][cH:23][c:24]([C:43]#[N:44])[cH:25]3)[C:16](=[O:18])[O:17]2)[cH:6][c:7]([C:9]([F:10])([F:11])[F:12])[cH:8]1)([F:40])[F:41]. Reactants: CN(C)C=O, N#C[Cu], COc1cc(F)c(C(C)C)cc1-c1ccc(Br)cc1CN1C(=O)OC(c2cc(C(F)(F)F)cc(C(F)(F)F)c2)C1C, N#N, c1ccc(P(c2ccccc2)(c2ccccc2)[Pd](P(c2ccccc2)(c2ccccc2)c2ccccc2)(P(c2ccccc2)(c2ccccc2)c2ccccc2)P(c2ccccc2)(c2ccccc2)c2ccccc2)cc1. Product: COc1cc(F)c(C(C)C)cc1-c1ccc(C#N)cc1CN1C(=O)OC(c2cc(C(F)(F)F)cc(C(F)(F)F)c2)C1C. The reactants are 4-nitrophenyl ester, [N+](=O)([O-])C1=CC=C(C=C1)O (4-nitrophenol), C(CC)(=O)O (propanoic acid), N (ammonia). Solvent: C(C)(=O)OCC (ethyl acetate). Yields the product OC1=CC=C(C=C1)CCC(=O)N (3-(4-hydroxyphenyl)propanoic acid amide). RXN SMILES: [C:1]([OH:5])(=O)[CH2:2][CH3:3].[NH3:6].[N+]([C:10]1[CH:15]=[CH:14][C:13]([OH:16])=[CH:12][CH:11]=1)([O-])=O>C(OCC)(=O)C>[OH:16][C:13]1[CH:14]=[CH:15][C:10]([CH2:3][CH2:2][C:1]([NH2:6])=[O:5])=[CH:11][CH:12]=1. Procedure details: Preferentially, when in that in the manufacture of anti-aging compositions the synthesis of 3-(4-hydroxyphenyl)propanoic acid amide 0.5-5 g of 3-(4-hydroxyphenyl)propanoic acid solution are used, with 0.5-5 g 4-nitrophenol in ethyl oxide, 5-15 times excess N,N′-dicyclohexylcarbodiimide in relation to 4-nitrophenol, and the anhydrous methanol saturated with ammonia is between 5-30 cm3, wherein the reaction mixture is mixed in a temperature range of 0-10° C. for 10-50 min, whereafter it is mixed a... The reactants are C1(=CC=CC=2C(C3=CC=CC=C3C(C12)=O)=O)S(=O)(=O)[O-].[Na+] (Sodium anthraquinone-1-sulfonate), O=P(Cl)(Cl)Cl (POCl3), S1(=O)(=O)CCCC1 (sulfolane). The solvent is C(C)#N (acetonitrile). Reaction conditions: temperature 110 celsius. Yields the product ClS(=O)(=O)C1=CC=CC=2C(C3=CC=CC=C3C(C12)=O)=O (1-Chlorosulfonylanthraquinone). RXN SMILES: [C:1]1([S:17]([O-:20])(=O)=[O:18])[C:14]2[C:13](=[O:15])[C:12]3[C:7](=[CH:8][CH:9]=[CH:10][CH:11]=3)[C:6](=[O:16])[C:5]=2[CH:4]=[CH:3][CH:2]=1.[Na+].O=P(Cl)(Cl)[Cl:24].S1(CCCC1)(=O)=O>C(#N)C>[Cl:24][S:17]([C:1]1[C:14]2[C:13](=[O:15])[C:12]3[C:7](=[CH:8][CH:9]=[CH:10][CH:11]=3)[C:6](=[O:16])[C:5]=2[CH:4]=[CH:3][CH:2]=1)(=[O:20])=[O:18] |f:0.1|. Reported procedure: Sodium anthraquinone-1-sulfonate (50.0 g) was combined with POCl3 (31 mL) and a 1:2 (v/v) mixture of sulfolane (100 mL) and acetonitrile (200 mL). The mixture was stirred and heated to 110° C. under a nitrogen atmosphere for 44 hours. The mixture was allowed to cool to room temperature and was then further cooled in a refrigerator. The mixture was filtered and the filtrate was poured onto ice in a beaker and this mixture was stirred for 1 hour. The brown precipitate was filtered, washed with dei... The reactants are BrC=1N=C2C(=NC1)N(C=C2C)COCC[Si](C)(C)C (2-Bromo-7-methyl-5-(2-trimethylsilanyl-ethoxymethyl)-5H-pyrrolo[2,3-b]pyrazine), C(C1=CC=CC=C1)(C1=CC=CC=C1)=N (benzhydrylideneamine), C(=O)([O-])[O-].[Cs+].[Cs+] (Cs2CO3), C=1C=CC(=CC1)P(C=2C=CC=CC2)C3=CC=C4C=CC=CC4=C3C5=C6C=CC=CC6=CC=C5P(C=7C=CC=CC7)C=8C=CC=CC8 (BINAP). Reagents/catalysts: CC(=O)[O-].CC(=O)[O-].[Pd+2] (Pd(OAc)2). Run in C1CCOC1 (THF). Reaction conditions: temperature 100 celsius. The product is C(C1=CC=CC=C1)(C1=CC=CC=C1)=NC=1N=C2C(=NC1)N(C=C2C)COCC[Si](C)(C)C (benzhydrylidene-[7-methyl-5-(2-trimethylsilanyl-ethoxymethyl)-5H-pyrrolo[2,3-b]pyrazin-2-yl]-amine). Isolated yield 35.3%. Reaction SMILES: Br[C:2]1[N:3]=[C:4]2[C:10]([CH3:11])=[CH:9][N:8]([CH2:12][O:13][CH2:14][CH2:15][Si:16]([CH3:19])([CH3:18])[CH3:17])[C:5]2=[N:6][CH:7]=1.[C:20](=[NH:33])([C:27]1[CH:32]=[CH:31][CH:30]=[CH:29][CH:28]=1)[C:21]1[CH:26]=[CH:25][CH:24]=[CH:23][CH:22]=1.C([O-])([O-])=O.[Cs+].[Cs+].C1C=CC(P(C2C(C3C(P(C4C=CC=CC=4)C4C=CC=CC=4)=CC=C4C=3C=CC=C4)=C3C(C=CC=C3)=CC=2)C2C=CC=CC=2)=CC=1>C1COCC1.CC([O-])=O.CC([O-])=O.[Pd+2]>[C:20](=[N:33][C:2]1[N:3]=[C:4]2[C:10]([CH3:11])=[CH:9][N:8]([CH2:12][O:13][CH2:14][CH2:15][Si:16]([CH3:19])([CH3:18])[CH3:17])[C:5]2=[N:6][CH:7]=1)([C:27]1[CH:28]=[CH:29][CH:30]=[CH:31][CH:32]=1)[C:21]1[CH:26]=[CH:25][CH:24]=[CH:23][CH:22]=1 |f:2.3.4,7.8.9|. Procedure details: 2-Bromo-7-methyl-5-(2-trimethylsilanyl-ethoxymethyl)-5H-pyrrolo[2,3-b]pyrazine (0.346 g, 1.01 mmol), benzhydrylideneamine (0.19 mL, 1.11 mmol), Cs2CO3 (658 mg, 2.02 mmol), Pd(OAc)2 (23 mg, 0.101 mmol) and BINAP (63 mg, 0.101 mmol) were dissolved in THF (10 mL) and heated at 100° C. for 63 hr, cooled to RT, partitioned between EtOAc and brine. The organic layer was dried (MgSO4), filtered, concentrated, and purified by SiO2 chromatography (40 g SiO2, hexanes/EtOAc 0-35% EtOAc) to give 158 mg of b... The reactants are [N+](=O)([O-])C1=C2C(C=CC(C2=CC=C1)=O)=O (5-Nitro-1,4-naphthoquinone), 5-nitro1, 1,4,11,12-tetrahydroanthraquinone, [N+](=O)([O-])C1=C2C(C=CC(C2=CC=C1)=O)=O (5-nitronaphthoquinone), C=CC=C (butadiene). Product: ONC1=CC=CC=2C(C3=CC=CC=C3C(C12)=O)=O (1-hydroxyaminoanthraquinone). Reaction SMILES: [N+:1]([C:4]1[CH:13]=[CH:12][CH:11]=[C:10]2[C:5]=1[C:6](=[O:15])[CH:7]=[CH:8][C:9]2=[O:14])([O-:3])=O.[CH2:16]=[CH:17][CH:18]=[CH2:19]>>[OH:3][NH:1][C:4]1[C:5]2[C:6](=[O:15])[C:7]3[C:8](=[CH:16][CH:17]=[CH:18][CH:19]=3)[C:9](=[O:14])[C:10]=2[CH:11]=[CH:12][CH:13]=1. Procedure: 5-Nitro-1,4-naphthoquinone, referred to hereinafter for short as 5-nitronaphthoquinone, is an important dyestuff intermediate which is reacted with butadiene by a Diels-Alder reaction to 5-nitro1, 1,4,11,12-tetrahydroanthraquinone (q.v. for example N.N. Vorozhtsov et al., Zhur. Vsesoyuz. Khim. Obshchestva in D.I. Mendeleeva 5, 474 (1960) - Chem. Abstract, Vol. 55, 1547e), which is subsequently rearranged to give 1-hydroxyaminoanthraquinone or converted direct to 1-aminoanthraquinone, the startin... The reactants are [C-]#N.[Na+] (Sodium cyanide), CC1=CC(=NC(=C1)C=1C=NN(C1)CC1(OC1)C)NC1=NC=CC(=C1)C(F)(F)F (4-methyl-6-(1-((2-methyloxiran-2-yl)methyl)-1H-pyrazol-4-yl)-N-(4-(trifluoromethyl)pyridin-2-yl)pyridin-2-amine). Run in C(C)O (ethanol), O (water). Conditions: time 18 hour. The product is OC(CC#N)(CN1N=CC(=C1)C1=NC(=CC(=C1)C)NC1=NC=CC(=C1)C(F)(F)F)C (3-hydroxy-3-methyl-4-(4-(4-methyl-6-((4-(trifluoromethyl)pyridin-2-yl)amino)pyridin-2-yl)-1H-pyrazol-1-yl)butanenitrile). RXN SMILES: [C-:1]#[N:2].[Na+].[CH3:4][C:5]1[CH:10]=[C:9]([C:11]2[CH:12]=[N:13][N:14]([CH2:16][C:17]3([CH3:20])[CH2:19][O:18]3)[CH:15]=2)[N:8]=[C:7]([NH:21][C:22]2[CH:27]=[C:26]([C:28]([F:31])([F:30])[F:29])[CH:25]=[CH:24][N:23]=2)[CH:6]=1>C(O)C.O>[OH:18][C:17]([CH3:20])([CH2:16][N:14]1[CH:15]=[C:11]([C:9]2[CH:10]=[C:5]([CH3:4])[CH:6]=[C:7]([NH:21][C:22]3[CH:27]=[C:26]([C:28]([F:29])([F:30])[F:31])[CH:25]=[CH:24][N:23]=3)[N:8]=2)[CH:12]=[N:13]1)[CH2:19][C:1]#[N:2] |f:0.1|. Procedure: Sodium cyanide (113 mg, 2.3 mmol) was added to 4-methyl-6-(1-((2-methyloxiran-2-yl)methyl)-1H-pyrazol-4-yl)-N-(4-(trifluoromethyl)pyridin-2-yl)pyridin-2-amine (180 mg, 0.46 mmol) in ethanol (5 mL) and water (3 mL), and the mixture was stirred at room temperature for 18 h. The mixture was passed through CELITE, washed with methanol, and concentrated under reduced pressure. The resultant residue was purified by column chromatography on silica gel (0-20% EtOAc/Hexane) to afford 3-hydroxy-3-methyl-4... Reactants: [Br-], [Li]CCCC, CCCCc1nc(=O)c2cc(C=O)ccc2[nH]1, C[P+](c1ccccc1)(c1ccccc1)c1ccccc1, C1CCOC1, [PH4+]. Yields the product C=Cc1ccc2[nH]c(CCCC)nc(=O)c2c1. As a reaction SMILES: [Br-:24].[CH2:1]([Li:2])[CH2:3][CH2:4][CH3:5].[CH2:7]([CH2:8][CH2:9][CH3:10])[c:11]1[nH:12][c:13]2[cH:14][cH:15][c:16]([CH:22]=[O:23])[cH:17][c:18]2[c:19](=[O:21])[n:20]1.[CH3:25][P+:26]([c:27]1[cH:28][cH:29][cH:30][cH:31][cH:32]1)([c:33]1[cH:34][cH:35][cH:36][cH:37][cH:38]1)[c:39]1[cH:40][cH:41][cH:42][cH:43][cH:44]1.[O:45]1[CH2:46][CH2:47][CH2:48][CH2:49]1.[PH4+:6]>>[CH2:1]=[CH:22][c:16]1[cH:15][cH:14][c:13]2[nH:12][c:11]([CH2:7][CH2:8][CH2:9][CH3:10])[n:20][c:19](=[O:21])[c:18]2[cH:17]1. The reactants are Tris(dibenzylideneaceton)dipalladium (0), C(C)(C)(C)OC(NC1=NC=C(N=C1N1N=C(C=C1C)C)Br)=O ([5-bromo-3-(3,5-dimethyl-pyrazol-1-yl)-pyrazin-2-yl]-carbamic acid tert-butyl ester), ClC1=CC=C(N)C=C1 (4-chloroaniline), C([O-])([O-])=O.[Cs+].[Cs+] (cesium carbonate). The reagents and catalysts are C1(=CC=CC=C1)P([C-]1C=CC=C1)C1=CC=CC=C1.[C-]1(C=CC=C1)P(C1=CC=CC=C1)C1=CC=CC=C1.[Fe+2] (1,1′-bis(diphenylphosphino)ferrocene). Run in O1CCOCC1 (dioxane). Run at temperature 120 celsius. Yields the product C(C)(C)(C)OC(NC1=NC=C(N=C1N1N=C(C=C1C)C)NC1=CC=C(C=C1)Cl)=O ([5-(4-chloro-phenylamino)-3-(3,5-dimethyl-pyrazol-1-yl)-pyrazin-2-yl]-carbamic acid tert-butyl ester). The yield is 43.4%. As a reaction SMILES: [C:1]([O:5][C:6](=[O:22])[NH:7][C:8]1[C:13]([N:14]2[C:18]([CH3:19])=[CH:17][C:16]([CH3:20])=[N:15]2)=[N:12][C:11](Br)=[CH:10][N:9]=1)([CH3:4])([CH3:3])[CH3:2].[Cl:23][C:24]1[CH:30]=[CH:29][C:27]([NH2:28])=[CH:26][CH:25]=1.C(=O)([O-])[O-].[Cs+].[Cs+]>O1CCOCC1.C1(P(C2C=CC=CC=2)[C-]2C=CC=C2)C=CC=CC=1.[C-]1(P(C2C=CC=CC=2)C2C=CC=CC=2)C=CC=C1.[Fe+2]>[C:1]([O:5][C:6](=[O:22])[NH:7][C:8]1[C:13]([N:14]2[C:18]([CH3:19])=[CH:17][C:16]([CH3:20])=[N:15]2)=[N:12][C:11]([NH:28][C:27]2[CH:29]=[CH:30][C:24]([Cl:23])=[CH:25][CH:26]=2)=[CH:10][N:9]=1)([CH3:4])([CH3:3])[CH3:2] |f:2.3.4,6.7.8|. Procedure: A mixture of give [5-bromo-3-(3,5-dimethyl-pyrazol-1-yl)-pyrazin-2-yl]-carbamic acid tert-butyl ester (511 mg, 1.25 mmol), 4-chloroaniline (223 mg, 1.75 mmol) and cesium carbonate (822 mg, 2.5 mmol) in dioxane (35 mL) was degassed with argon for 15 min. Tris(dibenzylideneaceton)dipalladium (0) 29 mg, 0.03 mmol) and 1,1′-bis(diphenylphosphino)ferrocene (57 mg, 0.1 mmol) were added followed by degassing for 5 min. The reaction mixture was heated to 120° C. for overnight. Ethyl acetate, water and b...